Dataset: the Open Reaction Database (ORD), a public repository of structured organic reaction records. Task: describe an organic reaction: reactants, conditions, products, and yield Reactants: C1(CC1)C1=CC(=NN1)NC1=CC(=CN(C1=O)C)C1=C(C(=NC=C1)N1C(C=2N(C=3CCCCC3C2)CC1)=O)CO (2-(4-(5-(5-Cyclopropyl-1H-pyrazol-3-ylamino)-1-methyl-6-oxo-1,6-dihydropyridin-3-yl)-3-(hydroxymethyl)pyridin-2-yl)-3,4,6,7,8,9-hexahydropyrazino[1,2-a]indol-1(2H)-one), C(C)(=O)[O-] (acetate), C(C)(=O)OCC=1C(=NC=CC1C1=CN(C(C(=C1)NC1=NC=C(C=C1)N1CCN(CC1)CC(C)(C)O)=O)C)N1C(C=2N(C=3CCCCC3C2)CC1)=O ((4-(5-(5-(4-(2-Hydroxy-2-methylpropyl)piperazin-1-yl)pyridin-2-ylamino)-1-methyl-6-oxo-1,6-dihydropyridin-3-yl)-2-(1-oxo-3,4,6,7,8,9-hexahydropyrazino[1,2-a]indol-2(1H)-yl)pyridin-3-yl)methyl acetate), O[Li].O (LiOH.H2O). The solvent is CC(C)O.C1CCOC1 (iPrOH THF), O (H2O). Product: OC(CN1CCN(CC1)C=1C=CC(=NC1)NC1=CC(=CN(C1=O)C)C1=C(C(=NC=C1)N1C(C=2N(C=3CCCCC3C2)CC1)=O)CO)(C)C (2-(4-(5-(5-(4-(2-Hydroxy-2-methylpropyl)piperazin-1-yl)pyridin-2-ylamino)-1-methyl-6-oxo-1,6-dihydropyridin-3-yl)-3-(hydroxymethyl)pyridin-2-yl)-3,4,6,7,8,9-hexahydropyrazino[1,2-a]indol-1(2H)-one). Isolated yield 41.4%. RXN SMILES: C1(C2NN=C(NC3C(=O)N(C)C=C(C4C=CN=C(N5CCN6C7CCCCC=7C=C6C5=O)C=4CO)C=3)C=2)CC1.C([O-])(=O)C.C([O:47][CH2:48][C:49]1[C:50]([N:81]2[CH2:93][CH2:92][N:84]3[C:85]4[CH2:86][CH2:87][CH2:88][CH2:89][C:90]=4[CH:91]=[C:83]3[C:82]2=[O:94])=[N:51][CH:52]=[CH:53][C:54]=1[C:55]1[CH:60]=[C:59]([NH:61][C:62]2[CH:67]=[CH:66][C:65]([N:68]3[CH2:73][CH2:72][N:71]([CH2:74][C:75]([OH:78])([CH3:77])[CH3:76])[CH2:70][CH2:69]3)=[CH:64][N:63]=2)[C:58](=[O:79])[N:57]([CH3:80])[CH:56]=1)(=O)C.O[Li].O>CC(O)C.C1COCC1.O>[OH:78][C:75]([CH3:77])([CH3:76])[CH2:74][N:71]1[CH2:72][CH2:73][N:68]([C:65]2[CH:66]=[CH:67][C:62]([NH:61][C:59]3[C:58](=[O:79])[N:57]([CH3:80])[CH:56]=[C:55]([C:54]4[CH:53]=[CH:52][N:51]=[C:50]([N:81]5[CH2:93][CH2:92][N:84]6[C:85]7[CH2:86][CH2:87][CH2:88][CH2:89][C:90]=7[CH:91]=[C:83]6[C:82]5=[O:94])[C:49]=4[CH2:48][OH:47])[CH:60]=3)=[N:63][CH:64]=2)[CH2:69][CH2:70]1 |f:3.4,5.6|. Reported procedure: Following the procedures as described for the preparation of 118, acetate hydrolysis of 120b (70 mg, 0.1 mmol) with LiOH.H2O in iPrOH/THF (1:1) and H2O, gave 120 (27 mg, 42%) as a gray solid. LCMS: [M+H]+ 653. 1H NMR (500 MHz, DMSO-d6) δ 8.61 (d, J=3, 1H), 8.50 (d, J=5, 1H), 8.41 (s, 1H), 7.83 (d, J=3, 1H), 7.46 (d, J=2, 1H), 7.36 (m, 2H), 7.24 (d, J=9, 1H), 6.58 (s, 1H), 4.95 (m, 1H), 4.44 (m, 2H), 4.24 (m, 2H), 4.13 (m, 2H), 3.87-3.88 (m, 1H), 3.60 (s, 3H), 3.03-3.05 (m, 4H), 2.64-2.66 (m, 5H)... The reactants are ClCCl, CC(C)S(=O)(=O)N1CCNCC1, CCN(C(C)C)C(C)C, CCOc1cc(C(F)(F)F)ccc1C1=NC(c2ccc(Cl)cc2)C(c2ccc(Cl)cc2)N1C(=O)Cl, O. The product is CCOc1cc(C(F)(F)F)ccc1C1=NC(c2ccc(Cl)cc2)C(c2ccc(Cl)cc2)N1C(=O)N1CCN(S(=O)(=O)C(C)C)CC1. Reaction SMILES: [CH2:57]([Cl:58])[Cl:59].[CH3:1][CH:2]([CH3:3])[S:4](=[O:5])(=[O:6])[N:7]1[CH2:8][CH2:9][NH:10][CH2:11][CH2:12]1.[CH:48]([N:49]([CH:50]([CH3:51])[CH3:52])[CH2:53][CH3:54])([CH3:55])[CH3:56].[Cl:13][c:14]1[cH:15][cH:16][c:17]([CH:20]2[N:21]=[C:22]([c:35]3[c:36]([O:45][CH2:46][CH3:47])[cH:37][c:38]([C:41]([F:42])([F:43])[F:44])[cH:39][cH:40]3)[N:23]([C:32](=[O:33])[Cl:34])[CH:24]2[c:25]2[cH:26][cH:27][c:28]([Cl:31])[cH:29][cH:30]2)[cH:18][cH:19]1.[OH2:60]>>[CH3:1][CH:2]([CH3:3])[S:4](=[O:5])(=[O:6])[N:7]1[CH2:8][CH2:9][N:10]([C:32]([N:23]2[C:22]([c:35]3[c:36]([O:45][CH2:46][CH3:47])[cH:37][c:38]([C:41]([F:42])([F:43])[F:44])[cH:39][cH:40]3)=[N:21][CH:20]([c:17]3[cH:16][cH:15][c:14]([Cl:13])[cH:19][cH:18]3)[CH:24]2[c:25]2[cH:26][cH:27][c:28]([Cl:31])[cH:29][cH:30]2)=[O:33])[CH2:11][CH2:12]1. The reactants are C(C1=CC=CC=C1)N(C1=CC=C(C=C1)C(C(F)(F)F)(C(F)(F)F)O)CC (2-[4-(benzyl-ethyl-amino)-phenyl]-1,1,1,3,3,3-hexafluoro-propan-2-ol), C1CC(=O)N(C1=O)Cl (NCS). Run in CC(C)O (2-propanol). Reaction conditions: temperature 80 celsius, time 10 hour. Yields the product C(C1=CC=CC=C1)N(C1=C(C=C(C=C1)C(C(F)(F)F)(C(F)(F)F)O)Cl)CC (2-[4-(benzyl-ethyl-amino)-3-chloro-phenyl]-1,1,1,3,3,3-hexafluoro-propan-2-ol). Isolated yield 82.6%. RXN SMILES: [CH2:1]([N:8]([CH2:25][CH3:26])[C:9]1[CH:14]=[CH:13][C:12]([C:15]([OH:24])([C:20]([F:23])([F:22])[F:21])[C:16]([F:19])([F:18])[F:17])=[CH:11][CH:10]=1)[C:2]1[CH:7]=[CH:6][CH:5]=[CH:4][CH:3]=1.C1C(=O)N([Cl:34])C(=O)C1>CC(O)C>[CH2:1]([N:8]([CH2:25][CH3:26])[C:9]1[CH:14]=[CH:13][C:12]([C:15]([OH:24])([C:16]([F:17])([F:18])[F:19])[C:20]([F:21])([F:22])[F:23])=[CH:11][C:10]=1[Cl:34])[C:2]1[CH:3]=[CH:4][CH:5]=[CH:6][CH:7]=1. Procedure details: A solution of 20 mg (0.05 mmol) of 2-[4-(benzyl-ethyl-amino)-phenyl]-1,1,1,3,3,3-hexafluoro-propan-2-ol (example 1.2) in 0.5 mL of 2-propanol was treated with 7 mg (0.05 mmol) of NCS. The mixture was stirred at 80° C. for 10 hours and the solvent was evaporated. Column chromatography on silicagel with n-heptane/EtOAc 9:1 yielded 17 mg (82%) of 2-[4-(benzyl-ethyl-amino)-3-chloro-phenyl]-1,1,1,3,3,3-hexafluoro-propan-2-ol, colorless oil, MS: 412 (MH+, 1Cl). Reagents/catalysts: C1=CC=C(C=C1)P([C-]2C=CC=C2)C3=CC=CC=C3.C1=CC=C(C=C1)P([C-]2C=CC=C2)C3=CC=CC=C3.Cl[Pd]Cl.[Fe+2] (Pd(dppf)Cl2), C1=CC=C(C=C1)P([C-]2C=CC=C2)C3=CC=CC=C3.C1=CC=C(C=C1)P([C-]2C=CC=C2)C3=CC=CC=C3.Cl[Pd]Cl.[Fe+2] (PdCl2(dppf)). Conditions: temperature 90 celsius. The solvent is CN(C)C=O (DMF). Starting materials: BrC=1C=CC(=NC1)C(=O)NCCC(=O)OCC (Ethyl 3-(5-bromopicolinamido)propanoate), ClC=1C=CC(=C(C1)B(O)O)C=O ((5-chloro-2-formylphenyl)boronic acid), C(=O)([O-])[O-].[K+].[K+] (K2CO3). Product: ClC=1C=CC(=C(C1)C=1C=CC(=NC1)C(=O)NCCC(=O)OCC)C=O (Ethyl 3-(5-(5-chloro-2-formylphenyl)picolinamido)propanoate). Procedure details: Ethyl 3-(5-bromopicolinamido)propanoate (2.2 g, 7.3 mmol), (5-chloro-2-formylphenyl)boronic acid (1.4 g, 7.7 mmol), Pd(dppf)Cl2 (810 mg, 1.1 mmol), and K2CO3 (2.3 g, 16.9 mmol) and PdCl2(dppf) were dissolved in wet DMF (10 mL) and the resulting mixture was heated to 90° C. After 16 h the resulting mixture was cooled to room temperature, filtered through CELITE and the filtrate was diluted with EtOAc, washed with water and sat. aqueous NaHCO3. The organic layer was dried (Na2SO4), concentrated an... Reaction SMILES: Br[C:2]1[CH:3]=[CH:4][C:5]([C:8]([NH:10][CH2:11][CH2:12][C:13]([O:15][CH2:16][CH3:17])=[O:14])=[O:9])=[N:6][CH:7]=1.[Cl:18][C:19]1[CH:20]=[CH:21][C:22]([CH:28]=[O:29])=[C:23](B(O)O)[CH:24]=1.C([O-])([O-])=O.[K+].[K+]>CN(C=O)C.C1C=CC(P(C2C=CC=CC=2)[C-]2C=CC=C2)=CC=1.C1C=CC(P(C2C=CC=CC=2)[C-]2C=CC=C2)=CC=1.Cl[Pd]Cl.[Fe+2]>[Cl:18][C:19]1[CH:24]=[CH:23][C:22]([CH:28]=[O:29])=[C:21]([C:2]2[CH:3]=[CH:4][C:5]([C:8]([NH:10][CH2:11][CH2:12][C:13]([O:15][CH2:16][CH3:17])=[O:14])=[O:9])=[N:6][CH:7]=2)[CH:20]=1 |f:2.3.4,6.7.8.9|. The reactants are O=c1[nH]c2c(F)cccc2o1, O, O=[N+]([O-])O, O=S(=O)(O)O. The product is O=c1[nH]c2c(F)cc([N+](=O)[O-])cc2o1. RXN SMILES: [F:5][c:6]1[cH:7][cH:8][cH:9][c:10]2[c:11]1[nH:12][c:13](=[O:15])[o:14]2.[OH2:16].[OH:1][N+:2]([O-:3])=[O:4].[S:17](=[O:18])(=[O:19])([OH:20])[OH:21]>>[O-:1][N+:2](=[O:4])[c:8]1[cH:7][c:6]([F:5])[c:11]2[c:10]([cH:9]1)[o:14][c:13](=[O:15])[nH:12]2.